This data is from the Open Reaction Database (ORD), a public repository of structured organic reaction records. The task is: describe an organic reaction: reactants, conditions, products, and yield Reactants: FCCN1CCN(CC1)C1CCN(CC1)C(=O)OC(C)(C)C (1,1-Dimethylethyl 4-[4-(2-fluoroethyl)-1-piperazinyl]-1-piperidinecarboxylate), Cl (HCl). Run in CO (MeOH). Reaction conditions: time 3 hour. The product is Cl.Cl.Cl.FCCN1CCN(CC1)C1CCNCC1 (1-(2-fluoroethyl)-4-(4-piperidinyl)piperazine trihydrochloride). RXN SMILES: [F:1][CH2:2][CH2:3][N:4]1[CH2:9][CH2:8][N:7]([CH:10]2[CH2:15][CH2:14][N:13](C(OC(C)(C)C)=O)[CH2:12][CH2:11]2)[CH2:6][CH2:5]1.[ClH:23]>CO>[ClH:23].[ClH:23].[ClH:23].[F:1][CH2:2][CH2:3][N:4]1[CH2:9][CH2:8][N:7]([CH:10]2[CH2:15][CH2:14][NH:13][CH2:12][CH2:11]2)[CH2:6][CH2:5]1 |f:3.4.5.6|. Reported procedure: 1,1-Dimethylethyl 4-[4-(2-fluoroethyl)-1-piperazinyl]-1-piperidinecarboxylate (28.95 g, 91.78 mmol) was dissolved in 76 mL of MeOH and 76 mL 37% HCl was added. Reaction was stirred for 3 h and then concentrated in vacuo and to give 1-(2-fluoroethyl)-4-(4-piperidinyl)piperazine trihydrochloride (˜29 g) which was then dissolved in DMSO (200 mL). K2CO3 (63 g, 459 mmol) was added followed by 4-fluoro-2-(methyloxy)-1-nitrobenzene (15.7 g, 91.8 mmol) and the reaction mixture was heated to 80° C. and a... Reactants: C(C)(C)(C)OC(=O)N1C2CN(C(CC1CC2)=O)C=2C=NC(=CC2)N (3-(6-Amino-pyridin-3-yl)-4-oxo-3,9-diaza-bicyclo[4.2.1]nonane-9-carboxylic acid tert-butyl ester), ClC=1N=CC2=C(N1)N(C(=C2)C(=O)N(C)C)C2CCCC2 (2-chloro-7-cyclopentyl-N,N-dimethyl-7H-pyrrolo[2,3-d]pyrimidine-6-carboxamide). The solvent is CO.C(C)(=O)OCC (CH3OH ethyl acetate), CO.C(C)(=O)OCC (CH3OH ethyl acetate). Product: C(C)(C)(C)OC(=O)N1C2CN(C(CC1CC2)=O)C=2C=NC(=CC2)NC=2N=CC1=C(N2)N(C(=C1)C(N(C)C)=O)C1CCCC1 (3-[6-(7-Cyclopentyl-6-dimethylcarbamoyl-7H-pyrrolo[2,3-d]pyrimidin-2-ylamino)-pyridin-3-yl]-4-oxo-3,9-diaza-bicyclo[4.2.1]nonane-9-carboxylic acid tert-butyl ester). The yield is 95.0%. RXN SMILES: [C:1]([O:5][C:6]([N:8]1[CH:14]2[CH2:15][CH2:16][CH:9]1[CH2:10][N:11]([C:18]1[CH:19]=[N:20][C:21]([NH2:24])=[CH:22][CH:23]=1)[C:12](=[O:17])[CH2:13]2)=[O:7])([CH3:4])([CH3:3])[CH3:2].Cl[C:26]1[N:27]=[CH:28][C:29]2[CH:34]=[C:33]([C:35]([N:37]([CH3:39])[CH3:38])=[O:36])[N:32]([CH:40]3[CH2:44][CH2:43][CH2:42][CH2:41]3)[C:30]=2[N:31]=1>CO.C(OCC)(=O)C>[C:1]([O:5][C:6]([N:8]1[CH:14]2[CH2:15][CH2:16][CH:9]1[CH2:10][N:11]([C:18]1[CH:19]=[N:20][C:21]([NH:24][C:26]3[N:27]=[CH:28][C:29]4[CH:34]=[C:33]([C:35](=[O:36])[N:37]([CH3:38])[CH3:39])[N:32]([CH:40]5[CH2:44][CH2:43][CH2:42][CH2:41]5)[C:30]=4[N:31]=3)=[CH:22][CH:23]=1)[C:12](=[O:17])[CH2:13]2)=[O:7])([CH3:4])([CH3:2])[CH3:3] |f:2.3|. Procedure: Following general Scheme 5 on a 1.023 mmole scale, 3-(6-Amino-pyridin-3-yl)-4-oxo-3,9-diaza-bicyclo[4.2.1]nonane-9-carboxylic acid tert-butyl ester was combined with 2-chloro-7-cyclopentyl-N,N-dimethyl-7H-pyrrolo[2,3-d]pyrimidine-6-carboxamide which yielded after SiO2 gel Chromatograped (5-8% CH3OH-ethyl acetate), 0.57 grams (95% yield) of 3-[6-(7-Cyclopentyl-6-dimethylcarbamoyl-7H-pyrrolo[2,3-d]pyrimidin-2-ylamino)-pyridin-3-yl]-4-oxo-3,9-diaza-bicyclo[4.2.1]nonane-9-carboxylic acid tert-butyl ... Starting materials: OO (hydrogen peroxide), aqueous solution, OO (hydrogen peroxide), S(=O)([O-])[O-].[Na+].[Na+] (sodium sulfite), NC1=NC(=NC(=N1)C1=C(C=CC(=C1)Cl)Cl)N1CCSCC1 (2-Amino-4-(2,5-dichlorophenyl)-6-thiomorpholino-1,3,5-triazine). Solvent: C(C)(=O)O (acetic acid). Run at time 3 hour. Product: NC1=NC(=NC(=N1)C1=C(C=CC(=C1)Cl)Cl)N1CCS(CC1)=O (2-Amino-4-(2,5-dichlorophenyl)-6-(1-oxothiomorpholin-4-yl)-1,3,5-triazine). Reaction SMILES: [NH2:1][C:2]1[N:7]=[C:6]([C:8]2[CH:13]=[C:12]([Cl:14])[CH:11]=[CH:10][C:9]=2[Cl:15])[N:5]=[C:4]([N:16]2[CH2:21][CH2:20][S:19][CH2:18][CH2:17]2)[N:3]=1.OO.S([O-])([O-])=[O:25].[Na+].[Na+]>C(O)(=O)C>[NH2:1][C:2]1[N:7]=[C:6]([C:8]2[CH:13]=[C:12]([Cl:14])[CH:11]=[CH:10][C:9]=2[Cl:15])[N:5]=[C:4]([N:16]2[CH2:17][CH2:18][S:19](=[O:25])[CH2:20][CH2:21]2)[N:3]=1 |f:2.3.4|. Procedure details: In 150 ml of acetic acid was dissolved 2.0 g of the compound synthesized in Example 38. To this solution was added 1.3 ml of 30% aqueous solution of hydrogen peroxide dropwise under ice-cooling and the mixture was stirred at the same temperature for 3 hours. The excess of hydrogen peroxide was decomposed with aqueous sodium sulfite solution and the mixture was concentrated. The crystals separated out were collected by filtration, rinsed with water, and dried to provide 1.86 g of the title compou... Reactants: [Br-], [Li]CCCC, C1CCOC1, CCCCCC, CC1(C)CC(C=O)CCO1, c1ccc(COCCC[P+](c2ccccc2)(c2ccccc2)c2ccccc2)cc1. Product: CC1(C)CC(C=CCCOCc2ccccc2)CCO1. Reaction SMILES: [Br-:1].[CH2:32]([Li:33])[CH2:34][CH2:35][CH3:36].[CH2:53]1[O:54][CH2:55][CH2:56][CH2:57]1.[CH3:37][CH2:38][CH2:39][CH2:40][CH2:41][CH3:42].[CH3:43][C:44]1([CH3:52])[O:45][CH2:46][CH2:47][CH:48]([CH:50]=[O:51])[CH2:49]1.[c:2]1([P+:3]([c:4]2[cH:5][cH:6][cH:7][cH:8][cH:20]2)([CH2:9][CH2:10][CH2:11][O:12][CH2:13][c:14]2[cH:15][cH:16][cH:17][cH:18][cH:19]2)[c:21]2[cH:22][cH:23][cH:24][cH:25][cH:26]2)[cH:27][cH:28][cH:29][cH:30][cH:31]1>>[CH:9]([CH2:10][CH2:11][O:12][CH2:13][c:14]1[cH:15][cH:16][cH:17][cH:18][cH:19]1)=[CH:50][CH:48]1[CH2:47][CH2:46][O:45][C:44]([CH3:43])([CH3:52])[CH2:49]1. Starting materials: C(=O)O (Formic acid), C1(CCCC1)OC1=CC(=NC=C1OC)OC(C1=CC=CC=C1)(C1=CC=CC=C1)C1=CC=CC=C1 (4-cyclopentyloxy-5-methoxy-2-trityloxypyridine). The solvent is C(C)(=O)OCC (ethyl acetate), C(C)(=O)OCC (ethyl acetate). Reaction conditions: time 1 hour. Yields the product C1(CCCC1)OC1=CC(=NC=C1OC)CO (4-cyclopentyloxy-2-hydroxymethyl-5-methoxypyridine). As a reaction SMILES: [CH:1]([OH:3])=O.[CH:4]1([O:9][C:10]2[C:15]([O:16][CH3:17])=[CH:14][N:13]=[C:12](OC(C3C=CC=CC=3)(C3C=CC=CC=3)C3C=CC=CC=3)[CH:11]=2)[CH2:8][CH2:7][CH2:6][CH2:5]1>C(OCC)(=O)C>[CH:4]1([O:9][C:10]2[C:15]([O:16][CH3:17])=[CH:14][N:13]=[C:12]([CH2:1][OH:3])[CH:11]=2)[CH2:5][CH2:6][CH2:7][CH2:8]1. Reported procedure: 90% Formic acid (5.5 mL) is added to a suspension of 4-cyclopentyloxy-5-methoxy-2-trityloxypyridine (1.2 g) in ethyl acetate (8.5 mL) and the mixture stirred at room temperature for 1 hours. The mixture is diluted with ethyl acetate and washed with brine then aqueous sodium bicarbonate until the washings are neutral. The brine washings are neutralised with solid sodium bicarbonate and extracted with ethyl acetate. After drying (MgSO4) the extracts are evaporated to give 4-cyclopentyloxy-2-hydrox... Reactants: Cc1ccccc1, COC(=O)C(Cc1ccc(OCCn2c(=O)sc3cc(C(=O)c4cccc5ccccc45)ccc32)cc1)C(=O)OC. Product: COC(=O)C(Cc1ccc(OCCn2c(=O)sc3cc(Cc4cccc5ccccc45)ccc32)cc1)C(=O)OC. RXN SMILES: [CH3:42][c:43]1[cH:44][cH:45][cH:46][cH:47][cH:48]1.[c:1]1([C:11](=[O:12])[c:13]2[cH:14][c:15]3[c:16]([n:17]([CH2:21][CH2:22][O:23][c:24]4[cH:25][cH:26][c:27]([CH2:28][CH:29]([C:30](=[O:31])[O:32][CH3:33])[C:34](=[O:35])[O:36][CH3:37])[cH:38][cH:39]4)[c:18](=[O:20])[s:19]3)[cH:40][cH:41]2)[cH:2][cH:3][cH:4][c:5]2[cH:6][cH:7][cH:8][cH:9][c:10]12>>[c:1]1([CH2:11][c:13]2[cH:14][c:15]3[c:16]([n:17]([CH2:21][CH2:22][O:23][c:24]4[cH:25][cH:26][c:27]([CH2:28][CH:29]([C:30](=[O:31])[O:32][CH3:33])[C:34](=[O:35])[O:36][CH3:37])[cH:38][cH:39]4)[c:18](=[O:20])[s:19]3)[cH:40][cH:41]2)[cH:2][cH:3][cH:4][c:5]2[cH:6][cH:7][cH:8][cH:9][c:10]12. Reactants: O=C1CC2(CC2)CS1, [I-], I, [K+], [Na+], [Na+], [Na+], [OH-], O, O=S([O-])S(=O)(=O)[O-]. Product: O=C(O)CC1(CS)CC1. Reaction SMILES: [CH2:1]1[CH2:2][C:3]12[CH2:4][S:5][C:6](=[O:8])[CH2:7]2.[I-:12].[I:13].[K+:11].[Na+:10].[Na+:21].[Na+:22].[OH-:9].[OH2:23].[S:14](=[O:15])([S:16]([O-:17])=[O:18])([O-:19])=[O:20]>>[CH2:1]1[CH2:2][C:3]1([CH2:4][SH:5])[CH2:7][C:6]([OH:8])=[O:15].